From a dataset of the Open Reaction Database (ORD), a public repository of structured organic reaction records. describe an organic reaction: reactants, conditions, products, and yield The reactants are C(C)(CC)[Li] (sec-butyllithium), FC1=C(C=C(C=C1)C)OC (1-fluoro-2-methoxy-4-methylbenzene), CSSC (dimethyl disulfide). Run in C1CCOC1 (THF). Run at temperature -78 celsius, time 20 minute. Yields the product FC1=C(C=C(C=C1SC)C)OC (2-Fluoro-1-methoxy-5-methyl-3-(methylsulfanyl)benzene). As a reaction SMILES: [F:1][C:2]1[CH:7]=[CH:6][C:5]([CH3:8])=[CH:4][C:3]=1[O:9][CH3:10].C([Li])(CC)C.[CH3:16][S:17]SC>C1COCC1>[F:1][C:2]1[C:7]([S:17][CH3:16])=[CH:6][C:5]([CH3:8])=[CH:4][C:3]=1[O:9][CH3:10]. Reported procedure: To a mixture of 1-fluoro-2-methoxy-4-methylbenzene (1.0 g) and THF (dry) (60 mL) was added sec-butyllithium (1.04 mol/L cyclohexane solution, 13.72 mL) dropwise over a period of 20 min at −78° C. After stirring at −78° C. for 20 min, to the mixture was added dimethyl disulfide (1.41 mL) at the same temperature. The mixture was stirred at −78° C. under argon atmosphere for 1 h. The mixture was quenched with saturated aqueous NH4Cl at −78° C. and extracted with EtOAc. The combined organic layer wa... Reactants: N#Cc1ccc2c(c1)ncn2-c1cccc(I)c1, O=C([O-])[O-], CCB(CC)c1cccnc1, COCCOC, [K+], [K+], O, c1ccc(P(c2ccccc2)(c2ccccc2)[Pd](P(c2ccccc2)(c2ccccc2)c2ccccc2)(P(c2ccccc2)(c2ccccc2)c2ccccc2)P(c2ccccc2)(c2ccccc2)c2ccccc2)cc1. The product is N#Cc1ccc2c(c1)ncn2-c1cccc(-c2cccnc2)c1. As a reaction SMILES: [C:1](#[N:2])[c:3]1[cH:4][c:5]2[c:6]([n:7](-[c:10]3[cH:11][c:12]([I:16])[cH:13][cH:14][cH:15]3)[cH:8][n:9]2)[cH:17][cH:18]1.[C:30](=[O:31])([O-:32])[O-:33].[CH2:19]([B:20]([CH2:21][CH3:28])[c:22]1[cH:23][n:24][cH:25][cH:26][cH:27]1)[CH3:29].[CH2:37]([CH2:38][O:39][CH3:40])[O:41][CH3:42].[K+:34].[K+:35].[OH2:36].[cH:43]1[cH:44][cH:45][c:46]([P:47]([Pd:48]([P:49]([c:50]2[cH:51][cH:52][cH:53][cH:54][cH:55]2)([c:56]2[cH:57][cH:58][cH:59][cH:60][cH:61]2)[c:62]2[cH:63][cH:64][cH:65][cH:66][cH:67]2)([P:68]([c:69]2[cH:70][cH:71][cH:72][cH:73][cH:74]2)([c:75]2[cH:76][cH:77][cH:78][cH:79][cH:80]2)[c:81]2[cH:82][cH:83][cH:84][cH:85][cH:86]2)[P:87]([c:88]2[cH:89][cH:90][cH:91][cH:92][cH:93]2)([c:94]2[cH:95][cH:96][cH:97][cH:98][cH:99]2)[c:100]2[cH:101][cH:102][cH:103][cH:104][cH:105]2)([c:106]2[cH:107][cH:108][cH:109][cH:110][cH:111]2)[c:112]2[cH:113][cH:114][cH:115][cH:116][cH:117]2)[cH:118][cH:119]1>>[C:1](#[N:2])[c:3]1[cH:4][c:5]2[c:6]([n:7](-[c:10]3[cH:11][c:12](-[c:22]4[cH:23][n:24][cH:25][cH:26][cH:27]4)[cH:13][cH:14][cH:15]3)[cH:8][n:9]2)[cH:17][cH:18]1.